Dataset: the Open Reaction Database (ORD), a public repository of structured organic reaction records. Task: describe an organic reaction: reactants, conditions, products, and yield Starting materials: NCCCCN1C=NC=2C(=NC=3C=CC=CC3C21)N (1-(4-aminobutyl)-1H-imidazo[4,5-c]quinolin-4-amine), C1=C(C=CC2=CC=CC=C12)C(=O)Cl (2-naphthoyl chloride). Product: NC1=NC=2C=CC=CC2C2=C1N=CN2CCCCNC(=O)C2=CC1=CC=CC=C1C=C2 (N2-[4-(4-amino-1H-imidazo[4,5-c]quinolin-1-yl)butyl]-2-naphthamide). As a reaction SMILES: [NH2:1][CH2:2][CH2:3][CH2:4][CH2:5][N:6]1[C:18]2[C:17]3[CH:16]=[CH:15][CH:14]=[CH:13][C:12]=3[N:11]=[C:10]([NH2:19])[C:9]=2[N:8]=[CH:7]1.[CH:20]1[C:29]2[C:24](=[CH:25][CH:26]=[CH:27][CH:28]=2)[CH:23]=[CH:22][C:21]=1[C:30](Cl)=[O:31]>>[NH2:19][C:10]1[C:9]2[N:8]=[CH:7][N:6]([CH2:5][CH2:4][CH2:3][CH2:2][NH:1][C:30]([C:21]3[CH:22]=[CH:23][C:24]4[C:29](=[CH:28][CH:27]=[CH:26][CH:25]=4)[CH:20]=3)=[O:31])[C:18]=2[C:17]2[CH:16]=[CH:15][CH:14]=[CH:13][C:12]=2[N:11]=1. Reported procedure: According to the general method of Example 14, 1-(4-aminobutyl)-1H-imidazo[4,5-c]quinolin-4-amine and 2-naphthoyl chloride were combined to provide N2-[4-(4-amino-1H-imidazo[4,5-c]quinolin-1-yl)butyl]-2-naphthamide as a white powder, m.p. 257.0° C. (decomposition). 1H NMR (300 MHz, DMSO-d6) δ 8.85 (broad s, 2H), 8.69 (broad s, 1H), 8.57 (s, 1H), 8.38 (s, 1H), 8.25 (d, J=8.4 Hz, 1H), 7.99-7.80 (m, 5H), 7.75-7.50 (m, 4H), 4.75 (t, J=6.9 Hz, 2H), 3.39 (m, 2H), 1.98 (quintet, J=7.2 Hz, 2H), 1.68 (qu... Starting materials: COc1cccc2c1C(C(=O)Cl)c1ccccc1O2, CCn1nnc(N)n1. Yields the product CCn1nnc(NC(=O)C2c3ccccc3Oc3cccc(OC)c32)n1. Reaction SMILES: [CH3:9][O:10][c:11]1[cH:12][cH:13][cH:14][c:15]2[c:24]1[CH:23]([C:25](=[O:26])[Cl:27])[c:22]1[c:17]([cH:18][cH:19][cH:20][cH:21]1)[O:16]2.[NH2:1][c:2]1[n:3][n:4][n:5]([CH2:7][CH3:8])[n:6]1>>[NH:1]([c:2]1[n:3][n:4][n:5]([CH2:7][CH3:8])[n:6]1)[C:25]([CH:23]1[c:22]2[c:17]([cH:18][cH:19][cH:20][cH:21]2)[O:16][c:15]2[cH:14][cH:13][cH:12][c:11]([O:10][CH3:9])[c:24]21)=[O:26]. Reactants: C1(=CC=CC=C1)OC (anisole), C(C1=CC=CC=C1)(=O)Cl (benzoyl chloride). The reagents and catalysts are [Fe] (iron). The product is C(C1=CC=CC=C1)(=O)C1=C(C=CC(=C1)C(C1=CC=CC=C1)=O)OC (2,4-dibenzoylanisole). As a reaction SMILES: [C:1]1([O:7][CH3:8])[CH:6]=[CH:5][CH:4]=[CH:3][CH:2]=1.[C:9](Cl)(=[O:16])[C:10]1[CH:15]=[CH:14][CH:13]=[CH:12][CH:11]=1>[Fe]>[C:9]([C:2]1[CH:3]=[C:4]([C:9](=[O:16])[C:10]2[CH:15]=[CH:14][CH:13]=[CH:12][CH:11]=2)[CH:5]=[CH:6][C:1]=1[O:7][CH3:8])(=[O:16])[C:10]1[CH:15]=[CH:14][CH:13]=[CH:12][CH:11]=1. Reported procedure: Direct reaction of anisole, which is highly activated, with benzoyl chloride in the presence of iron powder to give 2,4-dibenzoylanisole is described in Zh. Org. Khim. 6 (1970) 535.